From a dataset of the Open Reaction Database (ORD), a public repository of structured organic reaction records. describe an organic reaction: reactants, conditions, products, and yield RXN SMILES: [CH2:11]([NH2:12])[CH2:13][CH2:14][CH3:15].[CH3:27][C:28](=[O:29])[OH:30].[Cl:1][c:2]1[cH:3][cH:4][c:5]([OH:10])[c:6]([CH:7]=[O:8])[cH:9]1.[N+:17](=[O:18])([O-:19])[CH3:20].[OH2:16].[cH:21]1[cH:22][cH:23][cH:24][cH:25][cH:26]1>>[Cl:1][c:2]1[cH:3][cH:4][c:5]([OH:10])[c:6]([CH:7]=[CH:20][N+:17](=[O:18])[O-:19])[cH:9]1. Starting materials: CCCCN, CC(=O)O, O=Cc1cc(Cl)ccc1O, C[N+](=O)[O-], O, c1ccccc1. Yields the product O=[N+]([O-])C=Cc1cc(Cl)ccc1O.